From a dataset of the Open Reaction Database (ORD), a public repository of structured organic reaction records. describe an organic reaction: reactants, conditions, products, and yield Starting materials: [BH4-].[Na+] (NaBH4), COC(=O)C1=NC=CC=C1C1CCN(CC1)C(=O)OC(C)(C)C (3′,4′,5′,6′-tetrahydro-2′H-[3,4]bipyridinyl-2,1′-dicarboxylic acid 1′-t-butyl ester 2-methyl ester), CO (MeOH). Run in CCOC(=O)C (EtOAc), C1CCOC1 (THF). Reaction conditions: temperature 0 celsius. The product is C(C)(C)(C)OC(=O)N1CCC(CC1)C=1C(=NC=CC1)CO (2-Hydroxymethyl-3′,4′,5′,6′-tetrahydro-2′H-[3,4]-bipyridinyl-1′-carboxylic Acid t-Butyl Ester). The yield is 49.9%. RXN SMILES: C[O:2][C:3]([C:5]1[C:10]([CH:11]2[CH2:16][CH2:15][N:14]([C:17]([O:19][C:20]([CH3:23])([CH3:22])[CH3:21])=[O:18])[CH2:13][CH2:12]2)=[CH:9][CH:8]=[CH:7][N:6]=1)=O.[BH4-].[Na+].CO>C1COCC1.CCOC(C)=O>[C:20]([O:19][C:17]([N:14]1[CH2:15][CH2:16][CH:11]([C:10]2[C:5]([CH2:3][OH:2])=[N:6][CH:7]=[CH:8][CH:9]=2)[CH2:12][CH2:13]1)=[O:18])([CH3:23])([CH3:21])[CH3:22] |f:1.2|. Procedure: A solution of 3′,4′,5′,6′-tetrahydro-2′H-[3,4]bipyridinyl-2,1′-dicarboxylic acid 1′-t-butyl ester 2-methyl ester (1.9 g, 5.9 mmol, 1.0 eq.) in THF (50 mL) was maintained under nitrogen. To the mixture was added NaBH4 (1.1 g, 29.5 mmol, 5.0 eq.), followed by the dropwise addition of MeOH (15 mL), while stirring at 0° C. The resulting solution was stirred for 30 minutes at room temperature. The resulting solution was diluted with EtOAc (150 mL). The resulting mixture was washed with a saturated so... Reactants: C1(CCCCC1)C1=CC=C(C=C1)C(C(=O)OCC)=O (Ethyl p-cyclohexylphenylglyoxylate), C(Cl)(Cl)(Cl)Cl (carbon tetrachloride), C(Cl)(Cl)(Cl)Cl (carbon tetrachloride), II (iodine), ClCl (chlorine). Run at temperature 0 celsius, time 3 hour. Yields the product ClC=1C=C(C=C(C1C1CCCCC1)Cl)C(C(=O)OCC)=O (ethyl 3,5-dichloro-4-cyclohexylphenylglyoxylate). RXN SMILES: [CH:1]1([C:7]2C=[CH:11][C:10]([C:13](=[O:19])[C:14]([O:16][CH2:17][CH3:18])=[O:15])=[CH:9][CH:8]=2)[CH2:6][CH2:5][CH2:4][CH2:3][CH2:2]1.II.[Cl:22]Cl.[C:24]([Cl:28])(Cl)(Cl)Cl>>[Cl:22][C:8]1[CH:9]=[C:10]([C:13](=[O:19])[C:14]([O:16][CH2:17][CH3:18])=[O:15])[CH:11]=[C:24]([Cl:28])[C:7]=1[CH:1]1[CH2:6][CH2:5][CH2:4][CH2:3][CH2:2]1. Procedure: Ethyl p-cyclohexylphenylglyoxylate, 49.5 g. (0.19 mole) and 6.1 g. of iodine are dissolved in 100 ml. of carbon tetrachloride. To this solution is added a solution of 56.7 g. (0.8 mole) of chlorine dissolved in 500 ml. of carbon tetrachloride over a period of 3 hours. During the addition, the temperature of the reaction mixture is maintained at 0° C. The mixture is stirred for 3 hours and allowed to stand with gradual warming to room temperature over 30 hours. The solvent is removed in vacuo. Th...